This data is from the Open Reaction Database (ORD), a public repository of structured organic reaction records. The task is: describe an organic reaction: reactants, conditions, products, and yield The reactants are BrC1=CC(=C(OC[C@@H](CCC=2C=NC=CC2)O[Si](C)(C)C(C)(C)C)C=C1)C(F)(F)F ((2R)-1-(4-bromo-2-trifluoromethylphenoxy)-2-(tert-butyldimethylsilyloxy)-4-(3-pyridyl)butane), C([O-])([O-])=O.[Na+].[Na+] (sodium carbonate), C1(=CC=CC=C1)B(O)O (benzeneboronic acid), C1(=CC=CC=C1)C (toluene). The reagents and catalysts are C=1C=CC(=CC1)[P](C=2C=CC=CC2)(C=3C=CC=CC3)[Pd]([P](C=4C=CC=CC4)(C=5C=CC=CC5)C=6C=CC=CC6)([P](C=7C=CC=CC7)(C=8C=CC=CC8)C=9C=CC=CC9)[P](C=1C=CC=CC1)(C=1C=CC=CC1)C=1C=CC=CC1 (tetrakis(triphenylphosphine)palladium(0)). Run in C(C)O (ethanol). Run at temperature 120 celsius. Yields the product [Si](C)(C)(C(C)(C)C)O[C@@H](COC1=C(C=C(C=C1)C1=CC=CC=C1)C(F)(F)F)CCC=1C=NC=CC1 ((2R)-2-(tert-Butyldimethylsilyloxy)-4-(3-pyridyl)-1-(3-trifluoromethylbiphenyl-4-yloxy)butane). Yield: 108.0%. As a reaction SMILES: Br[C:2]1[CH:26]=[CH:25][C:5]([O:6][CH2:7][C@H:8]([O:17][Si:18]([C:21]([CH3:24])([CH3:23])[CH3:22])([CH3:20])[CH3:19])[CH2:9][CH2:10][C:11]2[CH:12]=[N:13][CH:14]=[CH:15][CH:16]=2)=[C:4]([C:27]([F:30])([F:29])[F:28])[CH:3]=1.[C:31]1(B(O)O)[CH:36]=[CH:35][CH:34]=[CH:33][CH:32]=1.C1(C)C=CC=CC=1.C(=O)([O-])[O-].[Na+].[Na+]>C1C=CC([P]([Pd]([P](C2C=CC=CC=2)(C2C=CC=CC=2)C2C=CC=CC=2)([P](C2C=CC=CC=2)(C2C=CC=CC=2)C2C=CC=CC=2)[P](C2C=CC=CC=2)(C2C=CC=CC=2)C2C=CC=CC=2)(C2C=CC=CC=2)C2C=CC=CC=2)=CC=1.C(O)C>[Si:18]([O:17][C@H:8]([CH2:9][CH2:10][C:11]1[CH:12]=[N:13][CH:14]=[CH:15][CH:16]=1)[CH2:7][O:6][C:5]1[CH:25]=[CH:26][C:2]([C:31]2[CH:36]=[CH:35][CH:34]=[CH:33][CH:32]=2)=[CH:3][C:4]=1[C:27]([F:30])([F:29])[F:28])([C:21]([CH3:24])([CH3:23])[CH3:22])([CH3:20])[CH3:19] |f:3.4.5,^1:56,58,77,96|. Procedure: Prepared according to the method as described in Example 33a) from (2R)-1-(4-bromo-2-trifluoromethylphenoxy)-2-(tert-butyldimethylsilyloxy)-4-(3-pyridyl)butane (1.0 g, ~67% pure), benzeneboronic acid (0.18 g), tetrakis(triphenylphosphine)palladium(0) (0.035 g), toluene (10 ml), ethanol (2 ml) and aqueous sodium carbonate (2 M, 1.45 ml) with heating at 120° C. for 1 hour. After work up the residue was purified by chromatography over silica eluting with ethyl acetate:hexane (1:9) to give an impure... The reactants are O=C([O-])[O-], CCOC(Cc1ccc(O)cc1OC)C(=O)OC, ClCc1csc(-c2ccc(Cl)cc2)n1, [Cs+], [Cs+], [I-], [K+]. The product is CCOC(Cc1ccc(OCc2csc(-c3ccc(Cl)cc3)n2)cc1OC)C(=O)OC. As a reaction SMILES: [C:33](=[O:34])([O-:35])[O-:36].[CH3:1][O:2][C:3]([CH:4]([CH2:5][c:6]1[c:7]([O:13][CH3:14])[cH:8][c:9]([OH:12])[cH:10][cH:11]1)[O:15][CH2:16][CH3:17])=[O:18].[Cl:19][CH2:20][c:21]1[n:22][c:23](-[c:26]2[cH:27][cH:28][c:29]([Cl:32])[cH:30][cH:31]2)[s:24][cH:25]1.[Cs+:37].[Cs+:38].[I-:40].[K+:39]>>[CH3:1][O:2][C:3]([CH:4]([CH2:5][c:6]1[c:7]([O:13][CH3:14])[cH:8][c:9]([O:12][CH2:20][c:21]2[n:22][c:23](-[c:26]3[cH:27][cH:28][c:29]([Cl:32])[cH:30][cH:31]3)[s:24][cH:25]2)[cH:10][cH:11]1)[O:15][CH2:16][CH3:17])=[O:18].